From a dataset of the Open Reaction Database (ORD), a public repository of structured organic reaction records. describe an organic reaction: reactants, conditions, products, and yield Reactants: C(=O)=O.CC(=O)C (dry ice acetone), B(Br)(Br)Br (Boron tribromide), C(=O)=O.CC(=O)C (dry ice acetone), solution, C(C1=CC=CC=C1)N(C(=O)C1=CN(C2=CC=CC=C12)C)CC1=CC=C(C=C1)C1=CC(=C(C=C1)OC)Br (N-benzyl-N-[(3′-bromo-4′-methoxy-1,1′-biphenyl-4-yl)methyl]-1-methyl-1H-indole-3-carboxamide), O (water). The solvent is C(Cl)Cl (methylene chloride), C(Cl)Cl (methylene chloride). Reaction conditions: time 3 hour. Yields the product C(C1=CC=CC=C1)N(C(=O)C1=CN(C2=CC=CC=C12)C)CC1=CC=C(C=C1)C1=CC(=C(C=C1)O)Br (N-benzyl-N-[(3′-bromo-4′-hydroxy-1,1′-biphenyl-4-yl)methyl]-1-methyl-1H-indole-3-carboxamide). Yield: 78.8%. Reaction SMILES: B(Br)(Br)Br.[CH2:5]([N:12]([CH2:25][C:26]1[CH:31]=[CH:30][C:29]([C:32]2[CH:37]=[CH:36][C:35]([O:38]C)=[C:34]([Br:40])[CH:33]=2)=[CH:28][CH:27]=1)[C:13]([C:15]1[C:23]2[C:18](=[CH:19][CH:20]=[CH:21][CH:22]=2)[N:17]([CH3:24])[CH:16]=1)=[O:14])[C:6]1[CH:11]=[CH:10][CH:9]=[CH:8][CH:7]=1.C(=O)=O.CC(C)=O.O>C(Cl)Cl>[CH2:5]([N:12]([CH2:25][C:26]1[CH:31]=[CH:30][C:29]([C:32]2[CH:37]=[CH:36][C:35]([OH:38])=[C:34]([Br:40])[CH:33]=2)=[CH:28][CH:27]=1)[C:13]([C:15]1[C:23]2[C:18](=[CH:19][CH:20]=[CH:21][CH:22]=2)[N:17]([CH3:24])[CH:16]=1)=[O:14])[C:6]1[CH:7]=[CH:8][CH:9]=[CH:10][CH:11]=1 |f:2.3|. Procedure: Boron tribromide (22.0 mL of a 1 M solution in methylene chloride; 22.0 mmol) was added under nitrogen dropwise over 30 minutes to a solution of N-benzyl-N-[(3′-bromo-4′-methoxy-1,1′-biphenyl-4-yl)methyl]-1-methyl-1H-indole-3-carboxamide (4.3 g, 7.97 mmol), prepared in the previous step, in 150 mL of methylene chloride at dry ice-acetone temperature. After the addition the dry ice-acetone bath was replaced with an ice bath and the stirring continued for 3 h. At ice bath temperature water (100 mL... The reactants are FC1=C(C(=O)N=C=O)C=CC(=C1)I (2-fluoro-4-iodobenzoyl isocyanate), ClC1=C(C=C(C=C1)CNC(=O)C1CC1)NNC(=O)OC(C)(C)C (tert-butyl 2-(2-chloro-5-(cyclopropanecarboxamidomethyl)phenyl)hydrazine carboxylate). The solvent is C(Cl)Cl (DCM). The product is ClC1=C(C=C(C=C1)CNC(=O)C1CC1)N(NC(=O)OC(C)(C)C)C(NC(C1=C(C=C(C=C1)I)F)=O)=O (tert-butyl 2-(2-chloro-5-(cyclopropanecarboxamidomethyl)phenyl)-2-((2-fluoro-4-iodobenzoyl)carbamoyl)hydrazinecarboxylate). The yield is 18.5%. RXN SMILES: [F:1][C:2]1[CH:12]=[C:11]([I:13])[CH:10]=[CH:9][C:3]=1[C:4]([N:6]=[C:7]=[O:8])=[O:5].[Cl:14][C:15]1[CH:20]=[CH:19][C:18]([CH2:21][NH:22][C:23]([CH:25]2[CH2:27][CH2:26]2)=[O:24])=[CH:17][C:16]=1[NH:28][NH:29][C:30]([O:32][C:33]([CH3:36])([CH3:35])[CH3:34])=[O:31]>C(Cl)Cl>[Cl:14][C:15]1[CH:20]=[CH:19][C:18]([CH2:21][NH:22][C:23]([CH:25]2[CH2:27][CH2:26]2)=[O:24])=[CH:17][C:16]=1[N:28]([C:7](=[O:8])[NH:6][C:4](=[O:5])[C:3]1[CH:9]=[CH:10][C:11]([I:13])=[CH:12][C:2]=1[F:1])[NH:29][C:30]([O:32][C:33]([CH3:36])([CH3:35])[CH3:34])=[O:31]. Reported procedure: The title compound was prepared according to the procedure described in step-1 of Intermediate-9 by using 2-fluoro-4-iodobenzoyl isocyanate (Intermediate-47, 0.500 g, 1.71 mmol), tert-butyl 2-(2-chloro-5-(cyclopropanecarboxamidomethyl)phenyl)hydrazine carboxylate (0.582 g, 1.71 mmol) and DCM (20 mL) to afford 0.200 g of the desired product. 1H NMR (300 MHz, DMSO d6): δ 0.69 (m, 4H), 1.42 (s, 9H), 1.56 (m, 1H), 4.17 (d, J=5.7 Hz, 2H), 6.58-6.63 (m, 2H), 7.18 (d, J=8.1 Hz, 1H), 7.30 (m, 3H), 7.63-... The reactants are COCCN1CC2C3=CC=C(C=C3C(C1)C2)N (10-(2-Methoxy-ethyl)-10-aza-tricyclo[6.3.1.0*2,7*]dodeca-2,4,6-trien-4-ylamine), ClC1=NC=C(C(=N1)NC1=C(C=CC=C1)S(=O)(=O)NC)Cl (2-(2,5-dichloro-pyrimidin-4-ylamino)-N-methyl-benzenesulfonamide), Cl (HCl), O1CCOCC1 (dioxane), [Na] (sodium). Run in O (water). Conditions: temperature 120 celsius. The product is ClC=1C(=NC(=NC1)NC=1C=C2C3CN(CC(C2=CC1)C3)CCOC)NC3=C(C=CC=C3)S(=O)(=O)NC (2-[5-chloro-2-(10-(2-methoxy-ethyl)-10-aza-tricyclo[6.3.1.0*2,7*]dodeca-2,4,6-trien-4-ylamino)-pyrimidin-4-ylamino]-N-methyl-benzenesulfonamide). Isolated yield 52.3%. Reaction SMILES: [CH3:1][O:2][CH2:3][CH2:4][N:5]1[CH2:15][CH:14]2[CH2:16][CH:7]([C:8]3[C:13]2=[CH:12][C:11]([NH2:17])=[CH:10][CH:9]=3)[CH2:6]1.Cl[C:19]1[N:24]=[C:23]([NH:25][C:26]2[CH:31]=[CH:30][CH:29]=[CH:28][C:27]=2[S:32]([NH:35][CH3:36])(=[O:34])=[O:33])[C:22]([Cl:37])=[CH:21][N:20]=1.Cl.O1CCOCC1.[Na]>O>[Cl:37][C:22]1[C:23]([NH:25][C:26]2[CH:31]=[CH:30][CH:29]=[CH:28][C:27]=2[S:32]([NH:35][CH3:36])(=[O:34])=[O:33])=[N:24][C:19]([NH:17][C:11]2[CH:12]=[C:13]3[C:8](=[CH:9][CH:10]=2)[CH:7]2[CH2:16][CH:14]3[CH2:15][N:5]([CH2:4][CH2:3][O:2][CH3:1])[CH2:6]2)=[N:20][CH:21]=1 |^1:44|. Procedure: 10-(2-Methoxy-ethyl)-10-aza-tricyclo[6.3.1.0*2,7*]dodeca-2,4,6-trien-4-ylamine (45 mg, 0.19 mmol), 2-(2,5-dichloro-pyrimidin-4-ylamino)-N-methyl-benzenesulfonamide (65 mg, 0.19 mmol) and 4N HCl in dioxane (53 μl, 0.21 mmol) were combined in a microwave tube. The reaction was heated to at 120° C. for 40 minutes in the microwave. The reaction was poured into water (50 ml) and saturated sodium bicarb (90 ml) and extracted 3 times with 25 ml portions of methylene chloride. The combined organic was d... Starting materials: CCO, [Cl-], CC(F)(F)c1ccc(Cn2ccc([N+](=O)[O-])n2)o1, [Fe], N#N, [NH4+], O. Yields the product CC(F)(F)c1ccc(Cn2ccc(N)n2)o1. RXN SMILES: [CH3:23][CH2:24][OH:25].[Cl-:21].[F:3][C:4]([CH3:5])([F:6])[c:7]1[cH:8][cH:9][c:10]([CH2:12][n:13]2[n:14][c:15]([N+:18]([O-:19])=[O:20])[cH:16][cH:17]2)[o:11]1.[Fe:27].[N:1]#[N:2].[NH4+:22].[OH2:26]>>[F:3][C:4]([CH3:5])([F:6])[c:7]1[cH:8][cH:9][c:10]([CH2:12][n:13]2[n:14][c:15]([NH2:18])[cH:16][cH:17]2)[o:11]1. The reactants are CC1(OCCO1)C1=CC=C(O1)CN1N=CC(=C1)N (1-[5-(2-methyl-[1,3]dioxolan-2-yl)-furan-2-ylmethyl]-1H-pyrazol-4-ylamine), C1(=CC(=CC=C1)C1=C(N=CO1)C(=O)O)C1=CC=CC=C1 (5-biphenyl-3-yl-oxazole-4-carboxylic acid), 01b. Product: C(C)(=O)C1=CC=C(O1)CN1N=CC(=C1)NC(=O)C=1N=COC1C=1C=C(C=CC1)C1=CC=CC=C1 (5-Biphenyl-3-yl-oxazole-4-carboxylic acid [1-(5-acetyl-furan-2-ylmethyl)-1H-pyrazol-4-yl]-amide). RXN SMILES: [CH3:1][C:2]1([C:7]2[O:11][C:10]([CH2:12][N:13]3[CH:17]=[C:16]([NH2:18])[CH:15]=[N:14]3)=[CH:9][CH:8]=2)[O:6]CCO1.[C:19]1([C:33]2[CH:38]=[CH:37][CH:36]=[CH:35][CH:34]=2)[CH:24]=[CH:23][CH:22]=[C:21]([C:25]2[O:29][CH:28]=[N:27][C:26]=2[C:30](O)=[O:31])[CH:20]=1>>[C:2]([C:7]1[O:11][C:10]([CH2:12][N:13]2[CH:17]=[C:16]([NH:18][C:30]([C:26]3[N:27]=[CH:28][O:29][C:25]=3[C:21]3[CH:20]=[C:19]([C:33]4[CH:38]=[CH:37][CH:36]=[CH:35][CH:34]=4)[CH:24]=[CH:23][CH:22]=3)=[O:31])[CH:15]=[N:14]2)=[CH:9][CH:8]=1)(=[O:6])[CH3:1]. Procedure details: Following general procedure B followed by T, starting from 1-[5-(2-methyl-[1,3]dioxolan-2-yl)-furan-2-ylmethyl]-1H-pyrazol-4-ylamine and 5-biphenyl-3-yl-oxazole-4-carboxylic acid. LC-MS-conditions 01b: tR=1.04 min; [M+H]+=453.15. Starting materials: C(C)(C)(C)OC(=O)N1[C@@H](CNCC1)C(=O)O ((S)-1-(tert-butyloxycarbonyl)piperazine-2-carboxylic acid), C(C)(C)N(CC)C(C)C (diisopropylethyl amine), C(CCCC)N(C(=O)Cl)CCCCC (dipentylcarbamoyl chloride). Solvent: CN(C)C=O (DMF), CN(C)C=O (DMF). The product is C(C)(C)(C)OC(=O)N1[C@@H](CN(CC1)C(N(CCCCC)CCCCC)=O)C(=O)O ((S)-1-(tert-Butyloxycarbonyl)-4-(dipentylcarbamoyl)piperazine-2-carboxylic acid). RXN SMILES: [C:1]([O:5][C:6]([N:8]1[CH2:13][CH2:12][NH:11][CH2:10][C@H:9]1[C:14]([OH:16])=[O:15])=[O:7])([CH3:4])([CH3:3])[CH3:2].C(N(C(C)C)CC)(C)C.[CH2:26]([N:31]([CH2:35][CH2:36][CH2:37][CH2:38][CH3:39])[C:32](Cl)=[O:33])[CH2:27][CH2:28][CH2:29][CH3:30]>CN(C=O)C>[C:1]([O:5][C:6]([N:8]1[CH2:13][CH2:12][N:11]([C:32](=[O:33])[N:31]([CH2:35][CH2:36][CH2:37][CH2:38][CH3:39])[CH2:26][CH2:27][CH2:28][CH2:29][CH3:30])[CH2:10][C@H:9]1[C:14]([OH:16])=[O:15])=[O:7])([CH3:4])([CH3:2])[CH3:3]. Reported procedure: A partial solution of 1.32 g (5.74 mmole) of (S)-1-(tert-butyloxycarbonyl)piperazine-2-carboxylic acid in 25 ml of dried DMF was treated dropwise over 5 min with 1.48 g (11.47 mmole of diisopropylethyl amine at 25° under nitrogen with stirring. The clear solution which resulted was treated dropwise over 15 min with a solution of 1.26 g (5.74 mmole) of dipentylcarbamoyl chloride in 5 ml of DMF and the mixture was stirred under nitrogen at 25° for 16 hr. The solution was concentrated in vacuo and ... Reactants: OC=1C=C(C=O)C=CC1 (3-hydroxybenzaldehyde), C(C1=CC=CC=C1)Br (benzyl bromide), BrCCCOCC1=CC=CC=C1 (benzyl 3-bromopropyl ether). Product: C(C1=CC=CC=C1)OC1=CC(=CC=C1)C=C (1-Benzyloxy-3-vinylbenzene). RXN SMILES: O[C:2]1[CH:3]=[C:4]([CH:7]=[CH:8][CH:9]=1)[CH:5]=[O:6].[CH2:10](Br)[C:11]1[CH:16]=[CH:15][CH:14]=[CH:13][CH:12]=1.Br[CH2:19]CCOCC1C=CC=CC=1>>[CH2:5]([O:6][C:13]1[CH:14]=[CH:15][CH:16]=[C:11]([CH:10]=[CH2:19])[CH:12]=1)[C:4]1[CH:7]=[CH:8][CH:9]=[CH:2][CH:3]=1. Reported procedure: The title compound was prepared in a similar manner to that described in Reference Example 20 using 3-hydroxybenzaldehyde and benzyl bromide instead of 4-hydroxybenzaldehyde and benzyl 3-bromopropyl ether, respectively. Starting materials: CCCCc1nc(C)[nH]c(=O)c1Cc1ccc(-c2ccccc2C#N)cc1, CCCCP(CCCC)CCCC, CCOC(C)=O, O=C(N=NC(=O)N1CCCCC1)N1CCCCC1, OCCN1CCOCC1, C1CCOC1. Yields the product CCCCc1nc(C)n(CCN2CCOCC2)c(=O)c1Cc1ccc(-c2ccccc2C#N)cc1. Reaction SMILES: [CH2:1]([CH2:2][CH2:3][CH3:4])[c:5]1[n:6][c:7]([CH3:27])[nH:8][c:9](=[O:26])[c:10]1[CH2:11][c:12]1[cH:13][cH:14][c:15](-[c:18]2[c:19]([C:24]#[N:25])[cH:20][cH:21][cH:22][cH:23]2)[cH:16][cH:17]1.[CH2:46]([P:47]([CH2:48][CH2:49][CH2:50][CH3:51])[CH2:52][CH2:53][CH2:54][CH3:55])[CH2:56][CH2:57][CH3:58].[CH3:68][CH2:69][O:70][C:71](=[O:72])[CH3:73].[N:28]([C:29]([N:30]1[CH2:31][CH2:32][CH2:33][CH2:34][CH2:35]1)=[O:36])=[N:37][C:38]([N:39]1[CH2:40][CH2:41][CH2:42][CH2:43][CH2:44]1)=[O:45].[O:59]1[CH2:60][CH2:61][N:62]([CH2:65][CH2:66][OH:67])[CH2:63][CH2:64]1.[O:74]1[CH2:75][CH2:76][CH2:77][CH2:78]1>>[CH2:1]([CH2:2][CH2:3][CH3:4])[c:5]1[n:6][c:7]([CH3:27])[n:8]([CH2:66][CH2:65][N:62]2[CH2:61][CH2:60][O:59][CH2:64][CH2:63]2)[c:9](=[O:26])[c:10]1[CH2:11][c:12]1[cH:13][cH:14][c:15](-[c:18]2[c:19]([C:24]#[N:25])[cH:20][cH:21][cH:22][cH:23]2)[cH:16][cH:17]1. Solvent: C(C)O (ethanol). Yield: 11.0%. Reaction SMILES: [O:1]1[CH2:3][CH:2]1[C:4]1[CH:5]=[N:6][CH:7]=[CH:8][CH:9]=1.[CH2:10]([NH:17][CH:18]1[CH2:24][CH2:23][CH2:22][C:21]2[CH:25]=[CH:26][C:27]([O:29][CH3:30])=[CH:28][C:20]=2[CH2:19]1)[C:11]1[CH:16]=[CH:15][CH:14]=[CH:13][CH:12]=1>C(O)C>[CH2:10]([N:17]([CH2:3][CH:2]([C:4]1[CH:5]=[N:6][CH:7]=[CH:8][CH:9]=1)[OH:1])[CH:18]1[CH2:24][CH2:23][CH2:22][C:21]2[CH:25]=[CH:26][C:27]([O:29][CH3:30])=[CH:28][C:20]=2[CH2:19]1)[C:11]1[CH:12]=[CH:13][CH:14]=[CH:15][CH:16]=1. Procedure: Under nitrogen, a solution of 3-oxiranylpyridine (1.9 g) and N-benzyl-(3-methoxy-6,7,8,9-tetrahydro-5H-benzocyclohepten-6-yl)amine (3.3 g) in ethanol (15 ml) was refluxed for 5 hours. After removal of ethanol in vacuo, the residue was dissolved into a mixture of aqueous sodium hydrogencarbonate and ethyl acetate. After separation, the organic layer was washed with brine, dried over anhydrous magnesium sulfate and evaporated in vacuo. The residue was purified by column chromatography on silica ge... Product: C(C1=CC=CC=C1)N(C1CC2=C(CCC1)C=CC(=C2)OC)CC(O)C=2C=NC=CC2 (2-[N-benzyl-N-(3-methoxy-6,7,8,9-tetrahydro-5H-benzocyclohepten-6-yl)amino]-1-(pyridin-3-yl)ethanol). Reactants: O1C(C1)C=1C=NC=CC1 (3-oxiranylpyridine), C(C1=CC=CC=C1)NC1CC2=C(CCC1)C=CC(=C2)OC (N-benzyl-(3-methoxy-6,7,8,9-tetrahydro-5H-benzocyclohepten-6-yl)amine). The reactants are CCOc1ccc2nc(N3CCNCC3)sc2c1, CC(C)Oc1ccc(S(C)(=O)=O)cc1C(=O)O, C1CCOC1. The product is CCOc1ccc2nc(N3CCN(C(=O)c4cc(S(C)(=O)=O)ccc4OC(C)C)CC3)sc2c1. RXN SMILES: [CH2:18]([CH3:19])[O:20][c:21]1[cH:22][c:23]2[c:24]([n:25][c:26]([N:28]3[CH2:29][CH2:30][NH:31][CH2:32][CH2:33]3)[s:27]2)[cH:34][cH:35]1.[CH:1]([CH3:2])([CH3:3])[O:4][c:5]1[c:6]([C:7](=[O:8])[OH:9])[cH:10][c:11]([S:14](=[O:15])(=[O:16])[CH3:17])[cH:12][cH:13]1.[O:36]1[CH2:37][CH2:38][CH2:39][CH2:40]1>>[CH:1]([CH3:2])([CH3:3])[O:4][c:5]1[c:6]([C:7](=[O:9])[N:31]2[CH2:30][CH2:29][N:28]([c:26]3[n:25][c:24]4[c:23]([cH:22][c:21]([O:20][CH2:18][CH3:19])[cH:35][cH:34]4)[s:27]3)[CH2:33][CH2:32]2)[cH:10][c:11]([S:14](=[O:15])(=[O:16])[CH3:17])[cH:12][cH:13]1.